This data is from the Open Reaction Database (ORD), a public repository of structured organic reaction records. The task is: describe an organic reaction: reactants, conditions, products, and yield Reactants: ClC1=NC=CC(=N1)C1=C(N=C(S1)C(C)(C)C)C=1C(=C(C=CC1)NS(=O)(=O)C1=C(C=CC(=C1)F)F)F (N-{3-[5-(2-chloro-4-pyrimidinyl)-2-(1,1-dimethylethyl)-1,3-thiazol-4-yl]-2-fluorophenyl}-2,5-difluorobenzenesulfonamide), TEA. The reagents and catalysts are [Pd] (palladium on carbon). Solvent: CCO (EtOH), CO (MeOH). Run at time 72 hour. The product is CC(C)(C)C=1SC(=C(N1)C=1C(=C(C=CC1)NS(=O)(=O)C1=C(C=CC(=C1)F)F)F)C1=NC=NC=C1 (N-{3-[2-(1,1-Dimethylethyl)-5-(4-pyrimidinyl)-1,3-thiazol-4-yl]-2-fluorophenyl}-2,5-difluorobenzenesulfonamide). The yield is 95.7%. As a reaction SMILES: Cl[C:2]1[N:7]=[C:6]([C:8]2[S:12][C:11]([C:13]([CH3:16])([CH3:15])[CH3:14])=[N:10][C:9]=2[C:17]2[C:18]([F:35])=[C:19]([NH:23][S:24]([C:27]3[CH:32]=[C:31]([F:33])[CH:30]=[CH:29][C:28]=3[F:34])(=[O:26])=[O:25])[CH:20]=[CH:21][CH:22]=2)[CH:5]=[CH:4][N:3]=1>CCO.CO.[Pd]>[CH3:16][C:13]([C:11]1[S:12][C:8]([C:6]2[CH:5]=[CH:4][N:3]=[CH:2][N:7]=2)=[C:9]([C:17]2[C:18]([F:35])=[C:19]([NH:23][S:24]([C:27]3[CH:32]=[C:31]([F:33])[CH:30]=[CH:29][C:28]=3[F:34])(=[O:25])=[O:26])[CH:20]=[CH:21][CH:22]=2)[N:10]=1)([CH3:14])[CH3:15]. Reported procedure: To a solution of N-{3-[5-(2-chloro-4-pyrimidinyl)-2-(1,1-dimethylethyl)-1,3-thiazol-4-yl]-2-fluorophenyl}-2,5-difluorobenzenesulfonamide (100 mg, 0.186 mmol) and TEA (52 μL, 0.371 mmol) in EtOH (5 mL) and MeOH (1 mL) was added 10% (w/w) palladium on carbon (50 mg, 0.048 mmol). The suspension was transferred to a hydrogenation bottle, and installed in a Fisher-Porter hydrogenation apparatus. The bottle was charged with H2 (50 psi) and stirred at rt for 72 h. The reaction mixture was filtered thro... Starting materials: C(C(=O)Cl)(=O)Cl (Oxalyl chloride), ClC1=CC=C(C=C1)C=1C=C(C(=NC1)C)C(=O)O (5-(p-chlorophenyl)-2-methyl-3-pyridine carboxylic acid). Run in C(Cl)Cl (methylene dichloride), C(Cl)Cl (methylene dichloride). Conditions: time 1 hour. Yields the product Cl.ClC1=CC=C(C=C1)C=1C=C(C(=NC1)C)C(=O)Cl (5-(p-chlorophenyl)-2-methyl-3-chlorocarbonylpyridine hydrochloride). Yield: 97.8%. Reaction SMILES: [C:1](Cl)(=O)[C:2]([Cl:4])=[O:3].[Cl:7][C:8]1[CH:13]=[CH:12][C:11]([C:14]2[CH:15]=[C:16](C(O)=O)[C:17](C)=[N:18][CH:19]=2)=[CH:10][CH:9]=1>C(Cl)Cl>[ClH:4].[Cl:7][C:8]1[CH:9]=[CH:10][C:11]([C:14]2[CH:15]=[C:1]([C:2]([Cl:4])=[O:3])[C:17]([CH3:16])=[N:18][CH:19]=2)=[CH:12][CH:13]=1 |f:3.4|. Reported procedure: Oxalyl chloride (11.52 gms) in dry methylene dichloride (10 ml) was slowly added to a suspension of 5-(p-chlorophenyl)-2-methyl-3-pyridine carboxylic acid (10 g) in dry methylene dichloride (50 ml). After standing for 1 hour at room temperature, the mixture was concentrated and the residue washed with dry diethyl ether, collected and dried to give 5-(p-chlorophenyl)-2-methyl-3-chlorocarbonylpyridine hydrochloride (11.95 g). Starting materials: C(C(C)(C)C)N(C(N[C@@H]1[C@H](CCCC1)O)=O)CCCCCCCCC ((1S,2S)-2-(3-neopentyl-3-nonylureido)cyclohexanol), C(C(C)(C)C)NCCCCCCCCC (neopentylnonylamine), C(CCCCCCCCC)NC(C)C (decylisopropylamine). Yields the product C(CCCCCCCCC)N(C(N[C@@H]1[C@H](CCCC1)O)=O)C(C)C ((1S,2S)-2-(3-decyl-3-isopropylureido)cyclohexanol). The yield is 88.0%. Reaction SMILES: C(N(CCCCCCCCC)[C:7](=[O:16])[NH:8][C@H:9]1[CH2:14][CH2:13][CH2:12][CH2:11][C@@H:10]1[OH:15])C(C)(C)C.C(NCCCCCCCCC)C(C)(C)C.[CH2:41]([NH:51][CH:52]([CH3:54])[CH3:53])[CH2:42][CH2:43][CH2:44][CH2:45][CH2:46][CH2:47][CH2:48][CH2:49][CH3:50]>>[CH2:41]([N:51]([CH:52]([CH3:53])[CH3:54])[C:7](=[O:16])[NH:8][C@H:9]1[CH2:14][CH2:13][CH2:12][CH2:11][C@@H:10]1[OH:15])[CH2:42][CH2:43][CH2:44][CH2:45][CH2:46][CH2:47][CH2:48][CH2:49][CH3:50]. Procedure: The same procedure for preparing (1S,2S)-2-(3-neopentyl-3-nonylureido)cyclohexanol as in Example 3 was repeated except that the neopentylnonylamine employed in Example 3 was replaced by decylisopropylamine, whereby (1S,2S)-2-(3-decyl-3-isopropylureido)cyclohexanol was obtained in a yield of 88%. Starting materials: Clc1nc(N2CCOCC2)c2sc(CBr)cc2n1, CC(C)(C)OC(=O)N1CCC(NS(C)(=O)=O)C1, [H-], [Na+], CN(C)C=O. Product: CC(C)(C)OC(=O)N1CCC(N(Cc2cc3nc(Cl)nc(N4CCOCC4)c3s2)S(C)(=O)=O)C1. As a reaction SMILES: [Br:20][CH2:21][c:22]1[cH:23][c:24]2[n:25][c:26]([Cl:37])[n:27][c:28]([N:31]3[CH2:32][CH2:33][O:34][CH2:35][CH2:36]3)[c:29]2[s:30]1.[C:1]([CH3:2])([CH3:3])([CH3:4])[O:5][C:6](=[O:7])[N:8]1[CH2:9][CH:10]([NH:13][S:14](=[O:15])(=[O:16])[CH3:17])[CH2:11][CH2:12]1.[H-:19].[Na+:18].[O:38]=[CH:39][N:40]([CH3:41])[CH3:42]>>[C:1]([CH3:2])([CH3:3])([CH3:4])[O:5][C:6](=[O:7])[N:8]1[CH2:9][CH:10]([N:13]([S:14](=[O:15])(=[O:16])[CH3:17])[CH2:21][c:22]2[cH:23][c:24]3[n:25][c:26]([Cl:37])[n:27][c:28]([N:31]4[CH2:32][CH2:33][O:34][CH2:35][CH2:36]4)[c:29]3[s:30]2)[CH2:11][CH2:12]1. The reactants are O (water), [H-].[Na+] (sodium hydride), BrC(C(=O)OC)(C)C (methyl α-bromoisobutyrate), CC=1OC2=C(C1O)C=CC=C2 (2-methyl-3-hydroxy-benzofuran). Solvent: CN(C=O)C (dimethylformamide). Conditions: time 15 minute. Yields the product CC=1OC2=C(C1OC(C(=O)OC)(C)C)C=CC=C2 (Methyl 2-(2-methyl-3-benzofuryloxy)-2-methyl-propionate). RXN SMILES: [H-].[Na+].[CH3:3][C:4]1[O:5][C:6]2[CH:13]=[CH:12][CH:11]=[CH:10][C:7]=2[C:8]=1[OH:9].Br[C:15]([CH3:21])([CH3:20])[C:16]([O:18][CH3:19])=[O:17].O>CN(C)C=O>[CH3:3][C:4]1[O:5][C:6]2[CH:13]=[CH:12][CH:11]=[CH:10][C:7]=2[C:8]=1[O:9][C:15]([CH3:21])([CH3:20])[C:16]([O:18][CH3:19])=[O:17] |f:0.1|. Procedure details: To a suspension of 9 g of sodium hydride (50 percent in oil) in 150 ml of anhydrous dimethylformamide were added drop-by-drop and while stirring 22.2 g (0.15 mol) of 2-methyl-3-hydroxy-benzofuran, care being taken to maintain the temperature at about 30°-35°C. The reaction medium was stirred for a further 15 minutes and then 27.2 g (0.15 mol) of methyl α-bromoisobutyrate were added, the temperature being maintained at 35°-40°C. Stirring was continued for 24 hours at room temperature, the reactio... Starting materials: ClC1=NC(=CC=C1C(=O)C=1NC=CC1)Cl ((2,6-dichloro-pyridin-3-yl)-(1H-pyrrol-2-yl)-methanone), O.NN (hydrazine hydrate). Solvent: C(C)O (ethanol). Run at temperature 90 celsius. Product: ClC1=CC=C2C(=N1)NN=C2C=2NC=CC2 (6-Chloro-3-(1H-pyrrol-2-yl)-1H-pyrazolo[3,4-b]pyridine). Reaction SMILES: Cl[C:2]1[C:7]([C:8]([C:10]2[NH:11][CH:12]=[CH:13][CH:14]=2)=O)=[CH:6][CH:5]=[C:4]([Cl:15])[N:3]=1.O.[NH2:17][NH2:18]>C(O)C>[Cl:15][C:4]1[N:3]=[C:2]2[NH:17][N:18]=[C:8]([C:10]3[NH:11][CH:12]=[CH:13][CH:14]=3)[C:7]2=[CH:6][CH:5]=1 |f:1.2|. Procedure: A mixture of (2,6-dichloro-pyridin-3-yl)-(1H-pyrrol-2-yl)-methanone (1.8 g) and hydrazine hydrate (0.5 mL) in ethanol (70 mL) was heated at 90° C. for 20 hours. The reaction was concentrated to 40 mL, diluted with water (5 mL) and cooled. The precipitate was collected and dried to give 0.84 g of the titled compound.